This data is from the Open Reaction Database (ORD), a public repository of structured organic reaction records. The task is: describe an organic reaction: reactants, conditions, products, and yield The reactants are CS(=O)(=O)OC[C@@H](CCOS(=O)(=O)C)C1=CC=CC=C1 (methanesulfonic acid (S)-4-methanesulfonyloxy-3-phenyl-butyl ester), C(CC)N (n-propylamine). The solvent is C(C)OCC (diethyl ether). Run at time 15 hour. Yields the product C1(=CC=CC=C1)[C@H]1CN(CC1)CCC ((S)-3-phenyl-1-propyl-pyrrolidine). Isolated yield 104.5%. Reaction SMILES: CS(O[CH2:6][C@H:7]([C:15]1[CH:20]=[CH:19][CH:18]=[CH:17][CH:16]=1)[CH2:8][CH2:9]OS(C)(=O)=O)(=O)=O.[CH2:21]([NH2:24])[CH2:22][CH3:23]>C(OCC)C>[C:15]1([C@@H:7]2[CH2:8][CH2:9][N:24]([CH2:21][CH2:22][CH3:23])[CH2:6]2)[CH:20]=[CH:19][CH:18]=[CH:17][CH:16]=1. Reported procedure: 2.0 g of methanesulfonic acid (S)-4-methanesulfonyloxy-3-phenyl-butyl ester (5.51 mmol) were dissolved in 5 ml of n-propylamine (60.82 mmol). The reaction mixture was stirred for 15 h at room temperature, diethyl ether added, the organic phase washed twice with water. The aqueous phase was reextracted once with diethylether, the organic layers combined, dried over magnesium sulfate, filtered, and the solvent evaporated under reduced pressure to yield 1.09 g of the product. ESI-MS: 190.1 [M+H]+ Starting materials: COC1=CC=C(COC=2C=CC(=NC2)C=2SC(=CN2)C(=O)OC)C=C1 (methyl 2-(5-(4-methoxybenzyloxy)pyridin-2-yl)thiazole-5-carboxylate). Solvent: C(=O)(C(F)(F)F)O (TFA). Product: OC=1C=CC(=NC1)C=1SC(=CN1)C(=O)OC (Methyl 2-(5-hydroxypyridin-2-yl)thiazole-5-carboxylate). As a reaction SMILES: COC1C=CC(C[O:8][C:9]2[CH:10]=[CH:11][C:12]([C:15]3[S:16][C:17]([C:20]([O:22][CH3:23])=[O:21])=[CH:18][N:19]=3)=[N:13][CH:14]=2)=CC=1>C(O)(C(F)(F)F)=O>[OH:8][C:9]1[CH:10]=[CH:11][C:12]([C:15]2[S:16][C:17]([C:20]([O:22][CH3:23])=[O:21])=[CH:18][N:19]=2)=[N:13][CH:14]=1. Procedure: A solution of methyl 2-(5-(4-methoxybenzyloxy)pyridin-2-yl)thiazole-5-carboxylate (1.10 g) in TFA (10 mL) was stirred at 80° C. for 2 hours. After the reaction was complete, the mixture was evaporated. The residue was purified by silica gel column chromatography eluting with ethyl acetate/petroleum ether (1:2 to pure EA) to provide the subtitle compound. MS ESI+: m/z=237 [M+H]+.